From a dataset of the Open Reaction Database (ORD), a public repository of structured organic reaction records. describe an organic reaction: reactants, conditions, products, and yield Starting materials: BrC1c2ccccc2-c2ccccc21, O=C([O-])[O-], O=CN1CCNCC1, [K+], [K+], CN(C)C=O, O. Yields the product O=CN1CCN(C2c3ccccc3-c3ccccc32)CC1. Reaction SMILES: [Br:1][CH:2]1[c:3]2[cH:4][cH:5][cH:6][cH:7][c:8]2-[c:9]2[cH:10][cH:11][cH:12][cH:13][c:14]21.[C:23](=[O:24])([O-:25])[O-:26].[CH:15](=[O:16])[N:17]1[CH2:18][CH2:19][NH:20][CH2:21][CH2:22]1.[K+:27].[K+:28].[O:30]=[CH:31][N:32]([CH3:33])[CH3:34].[OH2:29]>>[CH:2]1([N:20]2[CH2:19][CH2:18][N:17]([CH:15]=[O:16])[CH2:22][CH2:21]2)[c:3]2[cH:4][cH:5][cH:6][cH:7][c:8]2-[c:9]2[cH:10][cH:11][cH:12][cH:13][c:14]21. Starting materials: COC1=CC=C(C=NCC(=O)[O-])C=C1.[Na+] (sodium N-(para-methoxybenzylidene)-glycinate), C(C1=CC=CC=C1)(=O)Cl (benzoyl chloride). RXN SMILES: [CH3:1][O:2][C:3]1[CH:14]=[CH:13][C:6]([CH:7]=[N:8][CH2:9][C:10]([O-:12])=[O:11])=[CH:5][CH:4]=1.[Na+].[C:16](Cl)(=[O:23])[C:17]1[CH:22]=[CH:21][CH:20]=[CH:19][CH:18]=1>>[C:16]([N:8]1[CH2:9][C:10](=[O:12])[O:11][CH:7]1[C:6]1[CH:5]=[CH:4][C:3]([O:2][CH3:1])=[CH:14][CH:13]=1)(=[O:23])[C:17]1[CH:22]=[CH:21][CH:20]=[CH:19][CH:18]=1 |f:0.1|. Procedure: (R/S)-N-Benzoyl-2-(4'-methoxyphenyl)-1,3-oxazolidin-5-one (21) was prepared from sodium N-(para-methoxybenzylidene)-glycinate (2.15 g, 10.0 mM) and benzoyl chloride (1.16 mL, 10.0 mM) following general procedure D and obtained as a white solid after purification by flash column chromatography, using 20% ethyl acetate/petrol as eluant (2.08 g, 70%): mp 130-132° C.; IR (KBr): 1795, 1635 cm-1 ; 1H NMR (200 MHz, CDCl3): δ 6.84-7.55 (m, 10H), 4.35 (br, 2H), 3.78 (s, 3H); 13C NMR (50.3 MHz, CDCl3): 16... Product: C(C1=CC=CC=C1)(=O)N1C(OC(C1)=O)C1=CC=C(C=C1)OC ((R/S)-N-Benzoyl-2-(4'-methoxyphenyl)-1,3-oxazolidin-5-one). The product is NC(=O)c1cc(Nc2nc(-c3ccccc3)nc3ccccc23)[nH]n1. Starting materials: C1COCCO1, N, O=C(ON1C(=O)CCC1=O)c1cc(Nc2nc(-c3ccccc3)nc3ccccc23)[nH]n1, CN(C)C=O, O. As a reaction SMILES: [CH2:40]1[O:41][CH2:42][CH2:43][O:44][CH2:45]1.[NH3:33].[O:1]=[C:2]1[CH2:3][CH2:4][C:5](=[O:6])[N:7]1[O:8][C:9](=[O:10])[c:11]1[n:12][nH:13][c:14]([NH:16][c:17]2[n:18][c:19](-[c:27]3[cH:28][cH:29][cH:30][cH:31][cH:32]3)[n:20][c:21]3[cH:22][cH:23][cH:24][cH:25][c:26]23)[cH:15]1.[O:35]=[CH:36][N:37]([CH3:38])[CH3:39].[OH2:34]>>[C:9]([c:11]1[n:12][nH:13][c:14]([NH:16][c:17]2[n:18][c:19](-[c:27]3[cH:28][cH:29][cH:30][cH:31][cH:32]3)[n:20][c:21]3[cH:22][cH:23][cH:24][cH:25][c:26]23)[cH:15]1)([NH2:33])=[O:34]. The reactants are CSc1nsc(Nc2ccncc2)c1C#N, [Na+], [OH-], O=S(=O)(O)O. Product: CSc1nsc(Nc2ccncc2)c1C(N)=O. Reaction SMILES: [CH3:1][S:2][c:3]1[n:4][s:5][c:6]([NH:10][c:11]2[cH:12][cH:13][n:14][cH:15][cH:16]2)[c:7]1[C:8]#[N:9].[Na+:18].[OH-:17].[S:19](=[O:20])(=[O:21])([OH:22])[OH:23]>>[CH3:1][S:2][c:3]1[n:4][s:5][c:6]([NH:10][c:11]2[cH:12][cH:13][n:14][cH:15][cH:16]2)[c:7]1[C:8]([NH2:9])=[O:17]. The reactants are O1CCOCC1.Cl (hydrogen chloride-1,4-dioxane), C1(CCCC1)/C=C(\C1=CC=C(C=C1)SC)/C1=CC=C(C(=N1)OC)C1CC1 (6-{(E)-2-cyclopentyl-1-[4-(methylsulfanyl)phenyl]ethenyl}-3-cyclopropyl-2-methoxypyridine). Run in O (water). Reaction conditions: temperature 90 celsius, time 1.5 hour. Product: C1(CCCC1)/C=C(\C1=CC=C(C=C1)SC)/C1=CC=C(C(N1)=O)C1CC1 (6-{(E)-2-Cyclopentyl-1-[4-(methylsulfanyl)phenyl]ethenyl}-3-cyclopropylpyridin-2(1H)-one). Yield: 77.0%. As a reaction SMILES: O1CCOCC1.Cl.[CH:8]1(/[CH:13]=[C:14](/[C:23]2[N:28]=[C:27]([O:29]C)[C:26]([CH:31]3[CH2:33][CH2:32]3)=[CH:25][CH:24]=2)\[C:15]2[CH:20]=[CH:19][C:18]([S:21][CH3:22])=[CH:17][CH:16]=2)[CH2:12][CH2:11][CH2:10][CH2:9]1>O>[CH:8]1(/[CH:13]=[C:14](/[C:23]2[NH:28][C:27](=[O:29])[C:26]([CH:31]3[CH2:33][CH2:32]3)=[CH:25][CH:24]=2)\[C:15]2[CH:20]=[CH:19][C:18]([S:21][CH3:22])=[CH:17][CH:16]=2)[CH2:9][CH2:10][CH2:11][CH2:12]1 |f:0.1|. Reported procedure: A 4 M hydrogen chloride-1,4-dioxane solution (4.5 mL) was added to a suspension of 6-{(E)-2-cyclopentyl-1-[4-(methylsulfanyl)phenyl]ethenyl}-3-cyclopropyl-2-methoxypyridine (150 mg) in water (1.5 mL), and the mixture was stirred at 90° C. for 1.5 hours. The reaction solution was cooled to room temperature and extracted with chloroform twice. The organic layer was washed with brine, dried over anhydrous magnesium sulfate and filtered, after which the filtrate was concentrated under reduced pressu... Starting materials: O.NN (hydrazine monohydrate), ClC=1C=C(C=CC1OCC(=O)OCC)C(CCC(=O)O)=O (4-[3-Chloro-4-(ethoxycarbonylmethoxy)phenyl]-4-oxobutyric acid), C(C)(=O)OCC (Ethyl acetate). Solvent: C(C)O (ethanol), C(C)O (ethanol). Conditions: time 15 minute. The product is ClC=1C=C(C=CC1OCC(=O)OCC)C=1CCC(NN1)=O (6-[3-Chloro-4-(ethoxycarbonylmethoxy)phenyl]-4,5-dihydro-3 (2H)-pyridazinone). Isolated yield 81.9%. As a reaction SMILES: [Cl:1][C:2]1[CH:3]=[C:4]([C:15](=O)[CH2:16][CH2:17][C:18]([OH:20])=O)[CH:5]=[CH:6][C:7]=1[O:8][CH2:9][C:10]([O:12][CH2:13][CH3:14])=[O:11].O.[NH2:23][NH2:24].C(OCC)(=O)C>C(O)C>[Cl:1][C:2]1[CH:3]=[C:4]([C:15]2[CH2:16][CH2:17][C:18](=[O:20])[NH:23][N:24]=2)[CH:5]=[CH:6][C:7]=1[O:8][CH2:9][C:10]([O:12][CH2:13][CH3:14])=[O:11] |f:1.2|. Reported procedure: To a stirred suspension of 4-[3-chloro-4-(ethoxycarbonylmethoxy)phenyl]-4-oxobutyric acid (9, 21.5 g, 69.2 mmol) in ethanol (200 mL) at 0° C. was added a solution of hydrazine monohydrate (3.4 mL, 69.2 mmol) in ethanol (20 mL). The reaction mixture was then allowed to warm to ambient temperature and stirred at this temperature for 15 minutes before being heated to reflux and stirred at this temperature for 3 hours. Ethyl acetate (40 mL) was added to the hot solution and the mixture was allowed t... The reactants are CC(C#C)(C)C=1C=C(C(=O)OC)C=CC1 (methyl 3-(1,1-dimethylprop-2-yn-1-yl)benzoate), O1CCCC1 (tetrahydrofuran), [OH-].[Na+] (sodium hydroxide), Cl (hydrochloric acid), Cl (hydrochloric acid). The solvent is CO (methanol). Reaction conditions: temperature 60 celsius, time 3 hour. Product: CC(C#C)(C)C=1C=C(C(=O)O)C=CC1 (3-(1,1-dimethylprop-2-yn-1-yl)benzoic acid). The yield is 92.0%. RXN SMILES: [CH3:1][C:2]([C:6]1[CH:7]=[C:8]([CH:13]=[CH:14][CH:15]=1)[C:9]([O:11]C)=[O:10])([CH3:5])[C:3]#[CH:4].O1CCCC1.[OH-].[Na+].Cl>CO>[CH3:5][C:2]([C:6]1[CH:7]=[C:8]([CH:13]=[CH:14][CH:15]=1)[C:9]([OH:11])=[O:10])([CH3:1])[C:3]#[CH:4] |f:2.3|. Reported procedure: To a solution of methyl 3-(1,1-dimethylprop-2-yn-1-yl)benzoate (2.26 g, 11.2 mmol) in methanol (15 mL)/tetrahydrofuran (10 mL) was added 2N aqueous sodium hydroxide solution (11.2 mL, 22.4 mmol), and the mixture was stirred at 60° C. for 3 hr. The reaction mixture was neutralized with 6N hydrochloric acid (5 mL), 1N hydrochloric acid (50 mL) was added, and the mixture was extracted with ethyl acetate (100 mL, 20 mL). The combined organic layer was washed with saturated brine (10 mL), and dried o... Reactants: C(C)(=O)NC[C@H]1CN(C(O1)=O)C1=CC(=C(C(=C1)F)N1CCC(CC1)(COC)OP(O)(O)=O)F (phosphoric acid mono-(1-{4-[(S)-5-(acetylamino-methyl)-2-oxo-oxazolidin-3-yl]-2,6-difluorophenyl}-4-methoxymethyl-piperidin-4-yl) ester), N[C@@H](CCCCN)C(=O)O (L-lysine). Solvent: O (Water). Conditions: temperature 27.5 celsius, time 0.5 hour. Yields the product N[C@@H](CCCCN)C(=O)O.C(C)(=O)NC[C@H]1CN(C(O1)=O)C1=CC(=C(C(=C1)F)N1CCC(CC1)(COC)OP(O)(O)=O)F (Phosphoric acid mono-(1-{4-[(S)-5-(acetylamino-methyl)-2-oxo-oxazolidin-3-yl]-2,6-difluorophenyl}-4-methoxymethyl-piperidin-4-yl)ester L-lysine salt). Isolated yield 92.0%. Reaction SMILES: [C:1]([NH:4][CH2:5][C@@H:6]1[O:10][C:9](=[O:11])[N:8]([C:12]2[CH:17]=[C:16]([F:18])[C:15]([N:19]3[CH2:24][CH2:23][C:22]([O:28][P:29](=[O:32])([OH:31])[OH:30])([CH2:25][O:26][CH3:27])[CH2:21][CH2:20]3)=[C:14]([F:33])[CH:13]=2)[CH2:7]1)(=[O:3])[CH3:2].[NH2:34][C@H:35]([C:41]([OH:43])=[O:42])[CH2:36][CH2:37][CH2:38][CH2:39][NH2:40]>O>[NH2:34][C@H:35]([C:41]([OH:43])=[O:42])[CH2:36][CH2:37][CH2:38][CH2:39][NH2:40].[C:1]([NH:4][CH2:5][C@@H:6]1[O:10][C:9](=[O:11])[N:8]([C:12]2[CH:17]=[C:16]([F:18])[C:15]([N:19]3[CH2:24][CH2:23][C:22]([O:28][P:29](=[O:30])([OH:31])[OH:32])([CH2:25][O:26][CH3:27])[CH2:21][CH2:20]3)=[C:14]([F:33])[CH:13]=2)[CH2:7]1)(=[O:3])[CH3:2] |f:3.4|. Reported procedure: To a solution of phosphoric acid mono-(1-{4-[(S)-5-(acetylamino-methyl)-2-oxo-oxazolidin-3-yl]-2,6-difluorophenyl}-4-methoxymethyl-piperidin-4-yl) ester (5.0 g, 0.010 mol) anhydrous methanol (50 ml) at 25-30° C., under argon, was added L-lysine (1.66 g, 0.010 mol). The reaction mixture was stirred at 25-30° C. for 0.5 h. Water (5 ml) was added to the reaction mixture and stirring continued further for 3 h at 25-30° C. The reaction mixture was filtered and the filtrate evaporated under reduced pr... Reactants: 2-R-5-(heteroaryl-2-ylamino)phenol, BrCC=C(C)C (4-bromo-2-methyl-2-butene), CC1=C(C=C(C=C1)NC1=NC=CC=C1)O (2-methyl-5-(pyridin-2-ylamino)phenol), C(=O)([O-])[O-].[Cs+].[Cs+] (Cs2CO3). Run in CC(=O)C (acetone). Product: CC1=C(C=C(C=C1)NC1=NC=CC=C1)OCC=C(C)C (N-(4-Methyl-3-(3-methylbut-2-enyloxy)phenyl)pyridin-2-amine). Isolated yield 48.0%. RXN SMILES: [CH3:1][C:2]1[CH:7]=[CH:6][C:5]([NH:8][C:9]2[CH:14]=[CH:13][CH:12]=[CH:11][N:10]=2)=[CH:4][C:3]=1[OH:15].C([O-])([O-])=O.[Cs+].[Cs+].Br[CH2:23][CH:24]=[C:25]([CH3:27])[CH3:26]>CC(C)=O>[CH3:1][C:2]1[CH:7]=[CH:6][C:5]([NH:8][C:9]2[CH:14]=[CH:13][CH:12]=[CH:11][N:10]=2)=[CH:4][C:3]=1[O:15][CH2:23][CH:24]=[C:25]([CH3:27])[CH3:26] |f:1.2.3|. Reported procedure: Following the general procedure for O-alkylation of 2-R-5-(heteroaryl-2-ylamino)phenol, 2-methyl-5-(pyridin-2-ylamino)phenol (67 mg, 0.33 mmol) and Cs2CO3 (113 mg, 0.35 mmol) in acetone (3.3 mL) was treated with 4-bromo-2-methyl-2-butene (0.038 mL, 0.33 mmol) at room temperature. The title compound was obtained after purification by flash chromatography on silica gel (hexane:EtOAc 8/2) in 48% yield (43 mg).